From a dataset of the Open Reaction Database (ORD), a public repository of structured organic reaction records. describe an organic reaction: reactants, conditions, products, and yield Reaction SMILES: [CH2:28]([N+:29]([CH2:30][CH2:31][CH2:32][CH3:33])([CH2:34][CH2:35][CH2:36][CH3:37])[CH2:38][CH2:39][CH2:40][CH3:41])[CH2:42][CH2:43][CH3:44].[Cl:13][c:14]1[n:15][cH:16][cH:17][c:18]2[c:19]1[cH:20][cH:21][nH:22]2.[Cl:45][CH2:46][Cl:47].[Na+:12].[OH-:11].[S:23]([O-:24])([OH:25])(=[O:26])=[O:27].[c:1]1([S:7](=[O:8])(=[O:9])[Cl:10])[cH:2][cH:3][cH:4][cH:5][cH:6]1>>[c:1]1([S:7](=[O:8])(=[O:9])[n:22]2[c:18]3[cH:17][cH:16][n:15][c:14]([Cl:13])[c:19]3[cH:20][cH:21]2)[cH:2][cH:3][cH:4][cH:5][cH:6]1. Reactants: CCCC[N+](CCCC)(CCCC)CCCC, Clc1nccc2[nH]ccc12, ClCCl, [Na+], [OH-], O=S(=O)([O-])O, O=S(=O)(Cl)c1ccccc1. Yields the product O=S(=O)(c1ccccc1)n1ccc2c(Cl)nccc21. Starting materials: O=C1NC(Cc2ccccc2)CO1, C1CCOC1, [Li]CCCC, CCO, [Cl-], CC(=CC(=O)O)C(F)(F)F, O. Yields the product CC(=CC(=O)N1C(=O)OCC1Cc1ccccc1)C(F)(F)F. Reaction SMILES: [CH2:1]([c:2]1[cH:3][cH:4][cH:5][cH:6][cH:7]1)[CH:8]1[NH:9][C:10](=[O:13])[O:11][CH2:12]1.[CH2:31]1[O:32][CH2:33][CH2:34][CH2:35]1.[CH3:14][CH2:15][CH2:16][CH2:17][Li:18].[CH3:36][CH2:37][OH:38].[Cl-:19].[F:20][C:21]([C:22](=[CH:23][C:24](=[O:25])[OH:26])[CH3:27])([F:28])[F:29].[OH2:30]>>[CH2:1]([c:2]1[cH:3][cH:4][cH:5][cH:6][cH:7]1)[CH:8]1[N:9]([C:24]([CH:23]=[C:22]([C:21]([F:20])([F:28])[F:29])[CH3:27])=[O:25])[C:10](=[O:13])[O:11][CH2:12]1. Starting materials: COC(OC)N(C)C, CC#N, ClC(Cl)Cl, NS(=O)(=O)c1cc2cnc(CO)cc2o1. Yields the product CN(C)C=NS(=O)(=O)c1cc2cnc(CO)cc2o1. Reaction SMILES: [CH3:1][O:2][CH:3]([N:4]([CH3:5])[CH3:6])[O:7][CH3:8].[CH3:24][C:25]#[N:26].[Cl:27][CH:28]([Cl:29])[Cl:30].[OH:9][CH2:10][c:11]1[cH:12][c:13]2[c:14]([cH:15][n:16]1)[cH:17][c:18]([S:20]([NH2:21])(=[O:22])=[O:23])[o:19]2>>[CH:3]([N:4]([CH3:5])[CH3:6])=[N:21][S:20]([c:18]1[cH:17][c:14]2[c:13]([cH:12][c:11]([CH2:10][OH:9])[n:16][cH:15]2)[o:19]1)(=[O:22])=[O:23]. Procedure: 1.75 g (49.0 mmole) of methyltriphenylphosphonium bormide and 5.50 g (49.0 mmole) of potassium t-butoxide were suspended in 200 ml of dried benzene, and the mixture was stirred at room temperature for 6 hours under a nitrogen atmosphere. At the end of this time, 8.50 g of methyl 4-(3,4-dichlorophenyl)-4-oxobutanoate [prepared as described in step (a) above] were dissolved in 40 ml of benzene, and the resulting solution was added to the reaction mixture. The mixture was then stirred for 1 hour. T... As a reaction SMILES: [CH3:1][P+](C1C=CC=CC=1)(C1C=CC=CC=1)C1C=CC=CC=1.CC(C)([O-])C.[K+].[Cl:27][C:28]1[CH:29]=[C:30]([C:35](=O)[CH2:36][CH2:37][C:38]([O:40][CH3:41])=[O:39])[CH:31]=[CH:32][C:33]=1[Cl:34].O>C1C=CC=CC=1>[Cl:27][C:28]1[CH:29]=[C:30]([C:35](=[CH2:1])[CH2:36][CH2:37][C:38]([O:40][CH3:41])=[O:39])[CH:31]=[CH:32][C:33]=1[Cl:34] |f:1.2|. Run in C1=CC=CC=C1 (benzene), C1=CC=CC=C1 (benzene). The product is ClC=1C=C(C=CC1Cl)C(CCC(=O)OC)=C (Methyl 4-(3,4-dichlorophenyl)-4-pentenoate). Reactants: C[P+](C1=CC=CC=C1)(C1=CC=CC=C1)C1=CC=CC=C1 (methyltriphenylphosphonium), ClC=1C=C(C=CC1Cl)C(CCC(=O)OC)=O (methyl 4-(3,4-dichlorophenyl)-4-oxobutanoate), O (water), CC(C)([O-])C.[K+] (potassium t-butoxide). Conditions: time 6 hour. Isolated yield 49.8%. The reactants are C, CC1(C)C(=O)N(C2C3CC4CC(C3)CC2C4)N1CC=Cc1ccccc1, CCOC(C)=O, [Pd]. Yields the product CC1(C)C(=O)N(C2C3CC4CC(C3)CC2C4)N1CCCc1ccccc1. As a reaction SMILES: [C:33].[CH3:1][C:2]1([CH3:26])[C:3](=[O:25])[N:4]([CH:15]2[CH:16]3[CH2:17][CH:18]4[CH2:19][CH:20]([CH2:21][CH:22]2[CH2:23]4)[CH2:24]3)[N:5]1[CH2:6][CH:7]=[CH:8][c:9]1[cH:10][cH:11][cH:12][cH:13][cH:14]1.[CH3:27][CH2:28][O:29][C:30](=[O:31])[CH3:32].[Pd:34]>>[CH3:1][C:2]1([CH3:26])[C:3](=[O:25])[N:4]([CH:15]2[CH:16]3[CH2:17][CH:18]4[CH2:19][CH:20]([CH2:21][CH:22]2[CH2:23]4)[CH2:24]3)[N:5]1[CH2:6][CH2:7][CH2:8][c:9]1[cH:10][cH:11][cH:12][cH:13][cH:14]1. The reactants are ClC1=C2NC=NC2=NC=N1 (6-chloropurine), CN(C=O)C (N,N-dimethyl formamide), C([O-])([O-])=O.[K+].[K+] (potassium carbonate), O(C1=CC=CC=C1)CC1CCN(CC1)CCCCl (3-(4-phenoxymethylpiperidino)-propyl chloride). Solvent: O (water). Reaction conditions: temperature 40 celsius. Yields the product ClC1=C2N=CN(C2=NC=N1)CCCN1CCC(CC1)COC1=CC=CC=C1 (6-chloro-9-[3-(4-phenoxymethylpiperidino)-propyl]-purine). Yield: 42.0%. RXN SMILES: [Cl:1][C:2]1[N:10]=[CH:9][N:8]=[C:7]2[C:3]=1[NH:4][CH:5]=[N:6]2.CN(C)C=O.C(=O)([O-])[O-].[K+].[K+].[O:22]([CH2:29][CH:30]1[CH2:35][CH2:34][N:33]([CH2:36][CH2:37][CH2:38]Cl)[CH2:32][CH2:31]1)[C:23]1[CH:28]=[CH:27][CH:26]=[CH:25][CH:24]=1>O>[Cl:1][C:2]1[N:10]=[CH:9][N:8]=[C:7]2[C:3]=1[N:4]=[CH:5][N:6]2[CH2:38][CH2:37][CH2:36][N:33]1[CH2:32][CH2:31][CH:30]([CH2:29][O:22][C:23]2[CH:24]=[CH:25][CH:26]=[CH:27][CH:28]=2)[CH2:35][CH2:34]1 |f:2.3.4|. Procedure: A mixture of 15.4 g (0.1 mole) of 6-chloropurine, 75 ml of N,N-dimethyl formamide, 13.8 g (0.1 mole) of potassium carbonate and 26.8 g (0.1 mole) of 3-(4-phenoxymethylpiperidino)-propyl chloride is heated to 40° C for 6 hours, while stirring. The reaction mixture is then mixed with water extracted with ethyl acetate and the extract is dried and evaporated. The residue obtained is recrystallized from ethyl acetate/ligroin. There are obtained 16.2 g (42% of theory) of 6-chloro-9-[3-(4-phenoxymethy... Starting materials: C(CCC)(=O)C=1C(CC(CC1O)C1=CC=C(C=C1)SC)=O (2-butyryl-3-hydroxy-5-(4-methylthiophenyl)-2-cyclohexen-1-one), C(C=C)ON (allyloxyamine), ice water. Run in C(C)O (ethanol). Conditions: time 15 hour. The product is C(C=C)ON=C(CCC)C=1C(CC(CC1O)C1=CC=C(C=C1)SC)=O (2-[1-(allyloxyimino)butyl]-3-hydroxy-5-(4-methylthiophenyl)-2-cyclohexen-1-one). RXN SMILES: [C:1]([C:6]1[C:7](=[O:21])[CH2:8][CH:9]([C:13]2[CH:18]=[CH:17][C:16]([S:19][CH3:20])=[CH:15][CH:14]=2)[CH2:10][C:11]=1[OH:12])(=O)[CH2:2][CH2:3][CH3:4].[CH2:22]([O:25][NH2:26])[CH:23]=[CH2:24]>C(O)C>[CH2:22]([O:25][N:26]=[C:1]([C:6]1[C:7](=[O:21])[CH2:8][CH:9]([C:13]2[CH:18]=[CH:17][C:16]([S:19][CH3:20])=[CH:15][CH:14]=2)[CH2:10][C:11]=1[OH:12])[CH2:2][CH2:3][CH3:4])[CH:23]=[CH2:24]. Procedure: Into 20 ml of ethanol was dissolved 1.5 g of 2-butyryl-3-hydroxy-5-(4-methylthiophenyl)-2-cyclohexen-1-one and to the solution was added 0.5 g of allyloxyamine. The mixture was kept for 15 hours at room temperature and it was poured into ice water. The crystal sedimented was collected with a filtering step and recrystallized with methanol. Thus, 1.4 g of colorless objective crystals having a melting point of 72°-74° C. was obtained. The reactants are NC1=CC(=C(C(=O)OC)C=C1OC)F (Methyl 4-amino-2-fluoro-5-methoxybenzoate), [OH-].[Na+] (NaOH). Solvent: CO (MeOH). Run at temperature 50 celsius. The product is NC1=CC(=C(C(=O)O)C=C1OC)F (4-amino-2-fluoro-5-methoxybenzoic acid). Yield: 99.4%. RXN SMILES: [NH2:1][C:2]1[C:11]([O:12][CH3:13])=[CH:10][C:5]([C:6]([O:8]C)=[O:7])=[C:4]([F:14])[CH:3]=1.[OH-].[Na+]>CO>[NH2:1][C:2]1[C:11]([O:12][CH3:13])=[CH:10][C:5]([C:6]([OH:8])=[O:7])=[C:4]([F:14])[CH:3]=1 |f:1.2|. Procedure details: Methyl 4-amino-2-fluoro-5-methoxybenzoate (100 mg; 0.50 mmol; 1 eq.) was dissolved in MeOH (2 mL). NaOH (0.50 mL; 5 M; 2.51 mmol; 5 eq.) was added and the mixture was heated at 50° C. overnight. The solvents were evaporated. EtOAc was added and the resulting solution was washed with NH4Cl sat. The aqueous phase was extracted with EtOAc. Combined organic phases were dried over MgSO4, filtrated and evaporated, affording the title compound (92 mg; 99%). HPLC (Method A) Rt 1.92 min (Purity: 96.4%). The reactants are OCC1=NC=CC(=C1)C(=O)OC (methyl 2-(hydroxymethyl)pyridine-4-carboxylate). Reagents/catalysts: O=[Mn]=O (MnO2). The solvent is C(Cl)Cl (DCM). Run at time 8 hour. The product is C(=O)C1=NC=CC(=C1)C(=O)OC (methyl 2-formylpyridine-4-carboxylate). Yield: 71.8%. Reaction SMILES: [OH:1][CH2:2][C:3]1[CH:8]=[C:7]([C:9]([O:11][CH3:12])=[O:10])[CH:6]=[CH:5][N:4]=1>C(Cl)Cl.O=[Mn]=O>[CH:2]([C:3]1[CH:8]=[C:7]([C:9]([O:11][CH3:12])=[O:10])[CH:6]=[CH:5][N:4]=1)=[O:1]. Reported procedure: To a solution of methyl 2-(hydroxymethyl)pyridine-4-carboxylate (30 g, 179.64 mmol) in DCM (1 L) was added MnO2 (93.77 g. 1.0778 mol) at r.t. and stirred overnight. The reaction mixture was then filtered and concentrated to afford the title compound (21.3 g, 72%). [M+H] Calc'd for C8H7NO3, 166. Found, 166.